This data is from the Open Reaction Database (ORD), a public repository of structured organic reaction records. The task is: describe an organic reaction: reactants, conditions, products, and yield Starting materials: FC=1C=CC(=C(OC(CNC(OC(C)(C)C)=O)C)C1)[N+](=O)[O-] (tert-butyl 2-(5-fluoro-2-nitrophenoxy)propylcarbamate). The reagents and catalysts are [Pd] (palladium on carbon). Run in CO (MeOH). The product is NC1=C(OC(CNC(OC(C)(C)C)=O)C)C=C(C=C1)F (tert-Butyl 2-(2-amino-5-fluorophenoxy)propylcarbamate). As a reaction SMILES: [F:1][C:2]1[CH:3]=[CH:4][C:5]([N+:20]([O-])=O)=[C:6]([CH:19]=1)[O:7][CH:8]([CH3:18])[CH2:9][NH:10][C:11](=[O:17])[O:12][C:13]([CH3:16])([CH3:15])[CH3:14]>CO.[Pd]>[NH2:20][C:5]1[CH:4]=[CH:3][C:2]([F:1])=[CH:19][C:6]=1[O:7][CH:8]([CH3:18])[CH2:9][NH:10][C:11](=[O:17])[O:12][C:13]([CH3:14])([CH3:15])[CH3:16]. Procedure details: To a solution of tert-butyl 2-(5-fluoro-2-nitrophenoxy)propylcarbamate (3.1 g) in MeOH (5 ml) was added 10% palladium on carbon (300 mg) and the reaction mixture was hydrogenated at room temperature at 50 psi. The catalyst was filtered off and the filtrate was concentrated in vacuo. Starting materials: [Br-].C(C)(C)(C)OC(=O)NCC[N+]12C[C@@H](C(CC1)CC2)OC(C(C2=CC=CC=C2)(C2=CC=CC=C2)O)=O ((R)-1-(2-tert-butoxycarbonylamino-ethyl)-3-(2-hydroxy-2,2-diphenyl-acetoxy)-1-azonia-bicyclo[2.2.2]octane bromide), Br (hydrogen bromide). The solvent is O1CCOCC1 (dioxane), O1CCOCC1 (dioxane). Conditions: time 8 hour. Yields the product [Br-].C(C1=CC=CC=C1)(=O)NCC[N+]12C[C@@H](C(CC1)CC2)OC(C(C2=CC=CC=C2)(C2=CC=CC=C2)O)=O ((R)-1-(2-Benzoylamino-ethyl)-3-(2-hydroxy-2,2-diphenyl-acetoxy)-1-azonia-bicyclo[2.2.2]-octane bromide). As a reaction SMILES: [Br-:1].C(O[C:7]([NH:9][CH2:10][CH2:11][N+:12]12[CH2:19][CH2:18][CH:15]([CH2:16][CH2:17]1)[C@@H:14]([O:20][C:21](=[O:36])[C:22]([OH:35])([C:29]1[CH:34]=[CH:33][CH:32]=[CH:31][CH:30]=1)[C:23]1[CH:28]=[CH:27][CH:26]=[CH:25][CH:24]=1)[CH2:13]2)=[O:8])(C)(C)C.Br>O1CCOCC1>[Br-:1].[C:7]([NH:9][CH2:10][CH2:11][N+:12]12[CH2:19][CH2:18][CH:15]([CH2:16][CH2:17]1)[C@@H:14]([O:20][C:21](=[O:36])[C:22]([OH:35])([C:23]1[CH:24]=[CH:25][CH:26]=[CH:27][CH:28]=1)[C:29]1[CH:30]=[CH:31][CH:32]=[CH:33][CH:34]=1)[CH2:13]2)(=[O:8])[C:23]1[CH:28]=[CH:27][CH:26]=[CH:25][CH:24]=1 |f:0.1,4.5|. Procedure details: To a stirred suspension of (R)-1-(2-tert-butoxycarbonylamino-ethyl)-3-(2-hydroxy-2,2-diphenyl-acetoxy)-1-azonia-bicyclo[2.2.2]octane bromide (0.5 g, 1.04 mmol) in dioxane (25 ml) is added hydrogen bromide solution in dioxane (1 ml, prepared by bubbling HBr gas through dry, cooled dioxane). The reaction mixture is stirred at room temperature overnight. The solvent is removed in vacuo and purification of the crude residue by chromatography on C18 silica, eluting with water:acetonitrile affords the... Run at temperature 60 celsius, time 2 hour. The solvent is O (water). RXN SMILES: [CH3:1][C:2]1[N:3]=[C:4]2[N:8]([CH:9]=1)[C:7]1[CH:10]=[CH:11][CH:12]=[CH:13][C:6]=1[S:5]2.CN(C)[CH:16]=[O:17].P(Cl)(Cl)(Cl)=O.[OH-].[NH4+]>O>[CH3:1][C:2]1[N:3]=[C:4]2[N:8]([C:9]=1[CH2:16][OH:17])[C:7]1[CH:10]=[CH:11][CH:12]=[CH:13][C:6]=1[S:5]2 |f:3.4|. The product is CC=1N=C2SC3=C(N2C1CO)C=CC=C3 (2-Methylimidazo[2,1-b]benzothiazole-3-methanol). Starting materials: CC=1N=C2SC3=C(N2C1)C=CC=C3 (2-methylimidazo[2,1-b]benzothiazole), CN(C=O)C (dimethylformamide), P(=O)(Cl)(Cl)Cl (phosphorus oxychloride), [OH-].[NH4+] (ammonium hydroxide). Procedure details: In 100 ml of n-butanol were heated 30.0 g of 2-aminobenzothiazole and 25.0 g of propargyl bromide at 100° C. for 6 hours. After cooling, the precipitated crystals were taken out by filtration and recrystallized from water to give 40.0 g of the intermediate. Next, the intermediate was added to 250 ml of sodium ethoxideethanol solution (Na, 3.3 g). The mixture was heated under reflux for one hour. After completion of the reaction, the solvent was removed and water was added to the residue. The pre... Run in C1CCOC1 (THF). Procedure: A solution of 3-fluoro-4-(3-nitropyridin-4-yloxy)benzenamine (158 mg, 0.63 mmol) in THF (3 mL) was treated with a solution of solution of 2-(4-fluorophenyl)acetyl isocyanate in toluene (Compound D of Example 11, 1.3 mmol) and stirred at room temperature for 2 h then at 50° C. for 5 min. The mixture was concentrated and the residue treated with DMF (15 mL) and SiO2 (150 mg) and the mixture concentrated to dryness under vacuum and applied to a SiO2 column. The column was eluted with 20-60% EtOAc/h... Product: FC=1C=C(C=CC1OC1=C(C=NC=C1)[N+](=O)[O-])NC(=O)NC(CC1=CC=C(C=C1)F)=O (1-(3-Fluoro-4-(3-nitropyridin-4-yloxy)phenyl)-3-(2-(4-fluorophenyl)acetyl)urea). The reactants are FC=1C=C(C=CC1OC1=C(C=NC=C1)[N+](=O)[O-])N (3-fluoro-4-(3-nitropyridin-4-yloxy)benzenamine), FC1=CC=C(C=C1)CC(=O)N=C=O (2-(4-fluorophenyl)acetyl isocyanate), COC1=CC=C(CNC2=CC(=NC=N2)OC2=C(C=C(C=C2)NC(=O)NC(CC2=CC=C(C=C2)F)=O)F)C=C1 (1-(4-(6-(4-Methoxybenzylamino)pyrimidin-4-yloxy)-3-fluorophenyl)-3-(2-(4-fluorophenyl)acetyl)urea), COC1=CC=C(CNC2=CC(=NC=N2)OC2=C(C=C(C=C2)NC(=O)NC(CC2=CC=C(C=C2)F)=O)F)C=C1 (1-(4-(6-(4-Methoxybenzylamino)pyrimidin-4-yloxy)-3-fluorophenyl)-3-(2-(4-fluorophenyl)acetyl)urea). RXN SMILES: [F:1][C:2]1[CH:3]=[C:4]([NH2:18])[CH:5]=[CH:6][C:7]=1[O:8][C:9]1[CH:14]=[CH:13][N:12]=[CH:11][C:10]=1[N+:15]([O-:17])=[O:16].[F:19][C:20]1[CH:25]=[CH:24][C:23]([CH2:26][C:27]([N:29]=[C:30]=[O:31])=[O:28])=[CH:22][CH:21]=1.COC1C=CC(CNC2N=CN=C(OC3C=CC(NC(NC(=O)CC4C=CC(F)=CC=4)=O)=CC=3F)C=2)=CC=1>C1COCC1>[F:1][C:2]1[CH:3]=[C:4]([NH:18][C:30]([NH:29][C:27](=[O:28])[CH2:26][C:23]2[CH:24]=[CH:25][C:20]([F:19])=[CH:21][CH:22]=2)=[O:31])[CH:5]=[CH:6][C:7]=1[O:8][C:9]1[CH:14]=[CH:13][N:12]=[CH:11][C:10]=1[N+:15]([O-:17])=[O:16]. Reaction conditions: time 2 hour. Yield: 25.0%. Reactants: ClC1=NC2=CC=C(C=C2C(=N1)Cl)C (2,4-dichloro-6-methylquinazoline), N (ammonia). Run in O1CCCC1 (tetrahydrofuran). Product: ClC1=NC2=CC=C(C=C2C(=N1)N)C (2-Chloro-6-methylquinazolin-4-amine). RXN SMILES: [Cl:1][C:2]1[N:11]=[C:10](Cl)[C:9]2[C:4](=[CH:5][CH:6]=[C:7]([CH3:13])[CH:8]=2)[N:3]=1.[NH3:14]>O1CCCC1>[Cl:1][C:2]1[N:11]=[C:10]([NH2:14])[C:9]2[C:4](=[CH:5][CH:6]=[C:7]([CH3:13])[CH:8]=2)[N:3]=1. Reported procedure: A mixture of 2,4-dichloro-6-methylquinazoline (500 mg, 2.348 mmol) and a solution of ammonia in tetrahydrofuran (20 mL, 3.0 M) was stirred in an ice-bath for 2 hours. The resulting mixture was concentrated in vauco to afford 454 mg of the crude product as a white solid.